Dataset: the Open Reaction Database (ORD), a public repository of structured organic reaction records. Task: describe an organic reaction: reactants, conditions, products, and yield The reactants are Cc1cccnc1Br, COc1ccc(CN(Cc2ccc(OC)cc2)c2ncc(-c3nc(N4CCOCC4)nc4c3CCN4)cn2)cc1. Product: COc1ccc(CN(Cc2ccc(OC)cc2)c2ncc(-c3nc(N4CCOCC4)nc4c3CCN4c3ncccc3C)cn2)cc1. Reaction SMILES: [Br:41][c:42]1[n:43][cH:44][cH:45][cH:46][c:47]1[CH3:48].[CH3:1][O:2][c:3]1[cH:4][cH:5][c:6]([CH2:7][N:8]([c:9]2[n:10][cH:11][c:12](-[c:15]3[c:16]4[c:17]([n:18][c:19]([N:21]5[CH2:22][CH2:23][O:24][CH2:25][CH2:26]5)[n:20]3)[NH:27][CH2:28][CH2:29]4)[cH:13][n:14]2)[CH2:30][c:31]2[cH:32][cH:33][c:34]([O:37][CH3:38])[cH:35][cH:36]2)[cH:39][cH:40]1>>[CH3:1][O:2][c:3]1[cH:4][cH:5][c:6]([CH2:7][N:8]([c:9]2[n:10][cH:11][c:12](-[c:15]3[c:16]4[c:17]([n:18][c:19]([N:21]5[CH2:22][CH2:23][O:24][CH2:25][CH2:26]5)[n:20]3)[N:27]([c:42]3[n:43][cH:44][cH:45][cH:46][c:47]3[CH3:48])[CH2:28][CH2:29]4)[cH:13][n:14]2)[CH2:30][c:31]2[cH:32][cH:33][c:34]([O:37][CH3:38])[cH:35][cH:36]2)[cH:39][cH:40]1. The reactants are ClCCl (dichloromethane), C([O-])(O)=O.[Na+] (sodium bicarbonate), C(C1=CC=CC=C1)N1CCC(CC1)(CNC)O (1-benzyl-4-hydroxy-4-methylaminomethylpiperidine), ClCCl (dichloromethane), solution, C(=O)(Cl)Cl (phosgene). Run in C1(=CC=CC=C1)C (toluene). Yields the product CN1C(OC2(C1)CCN(CC2)CC2=CC=CC=C2)=O (3-methyl-8-benzyl-1-oxa-3,8-diazaspiro[4.5]decan-2-one). As a reaction SMILES: [CH2:1]([N:8]1[CH2:13][CH2:12][C:11]([OH:17])([CH2:14][NH:15][CH3:16])[CH2:10][CH2:9]1)[C:2]1[CH:7]=[CH:6][CH:5]=[CH:4][CH:3]=1.ClCCl.[C:21](Cl)(Cl)=[O:22].C(=O)(O)[O-].[Na+]>C1(C)C=CC=CC=1>[CH3:16][N:15]1[CH2:14][C:11]2([CH2:12][CH2:13][N:8]([CH2:1][C:2]3[CH:3]=[CH:4][CH:5]=[CH:6][CH:7]=3)[CH2:9][CH2:10]2)[O:17][C:21]1=[O:22] |f:3.4|. Procedure: A solution of 23 g 1-benzyl-4-hydroxy-4-methylaminomethylpiperidine and 250 ml dichloromethane is mixed with 100 ml of a 15% solution of phosgene in toluene. Evaporation of solvent gives a residue which is treated with 300 ml dichloromethane and 300 ml aqueous sodium bicarbonate. Separation of the dichloromethane layer followed by evaporation gives 20 g 3-methyl-8-benzyl-1-oxa-3,8-diazaspiro[4.5]decan-2-one, mp 137°-138°.